This data is from the Open Reaction Database (ORD), a public repository of structured organic reaction records. The task is: describe an organic reaction: reactants, conditions, products, and yield The reactants are O1C(OCC1)CCC1=CC=C(OCC(=O)C=2N=C(OC2C)C2=CC=CC=C2)C=C1 (4-[4-[2-(1,3-dioxolan-2-yl)ethyl]phenoxyacetyl]-5-methyl-2-phenyloxazole), O1C(NC(C1)=O)=O (2,4-oxazolidinedione), N1CCCCC1 (piperidine). The solvent is C(C)(=O)O (acetic acid). Yields the product CC1=C(N=C(O1)C1=CC=CC=C1)C(COC1=CC=C(C=C1)CCC=C1C(NC(O1)=O)=O)=O (5-[3-[4-(2-(5-methyl-2-phenyl-4-oxazolyl)-2-oxoethoxy)phenyl]propylidene]-2,4-oxazolidinedione). Reaction SMILES: O1CCO[CH:2]1[CH2:6][CH2:7][C:8]1[CH:29]=[CH:28][C:11]([O:12][CH2:13][C:14]([C:16]2[N:17]=[C:18]([C:22]3[CH:27]=[CH:26][CH:25]=[CH:24][CH:23]=3)[O:19][C:20]=2[CH3:21])=[O:15])=[CH:10][CH:9]=1.[O:30]1[CH2:34][C:33](=[O:35])[NH:32][C:31]1=[O:36].N1CCCCC1>C(O)(=O)C>[CH3:21][C:20]1[O:19][C:18]([C:22]2[CH:23]=[CH:24][CH:25]=[CH:26][CH:27]=2)=[N:17][C:16]=1[C:14](=[O:15])[CH2:13][O:12][C:11]1[CH:28]=[CH:29][C:8]([CH2:7][CH2:6][CH:2]=[C:34]2[O:30][C:31](=[O:36])[NH:32][C:33]2=[O:35])=[CH:9][CH:10]=1. Procedure: A mixture of 4-[4-[2-(1,3-dioxolan-2-yl)ethyl]phenoxyacetyl]-5-methyl-2-phenyloxazole (1.8 g), 2,4-oxazolidinedione (0.925 g), piperidine (0.12 g) and acetic acid (30 ml) was heated for 15 hours under reflux. The reaction mixture was concentrated under reduced pressure. To the concentrate was added a saturated aqueous solution of sodium hydrogencarbonate, followed by extraction with chloroform. The chloroform layer was washed with water, dried (MgSO4), followed by distilling off the solvent. The... Reactants: CCOC(=O)CCNc1ccc(C(=O)N(CC)CC)cc1[N+](=O)[O-], CCOC(C)=O. Yields the product CCOC(=O)CCNc1ccc(C(=O)N(CC)CC)cc1N. As a reaction SMILES: [CH2:1]([CH3:2])[N:3]([C:4](=[O:5])[c:6]1[cH:7][c:8]([N+:20]([O-:21])=[O:22])[c:9]([NH:10][CH2:11][CH2:12][C:13](=[O:14])[O:15][CH2:16][CH3:17])[cH:18][cH:19]1)[CH2:23][CH3:24].[CH3:25][CH2:26][O:27][C:28]([CH3:29])=[O:30]>>[CH2:1]([CH3:2])[N:3]([C:4](=[O:5])[c:6]1[cH:7][c:8]([NH2:20])[c:9]([NH:10][CH2:11][CH2:12][C:13](=[O:14])[O:15][CH2:16][CH3:17])[cH:18][cH:19]1)[CH2:23][CH3:24]. Starting materials: CC#N, COc1ccc2oc(C(=O)O)c(O)c2c1, CC(C)N=C(NC(C)C)OOCc1ccccc1. Yields the product COc1ccc2oc(C(=O)O)c(OCc3ccccc3)c2c1. Reaction SMILES: [CH3:34][C:35]#[N:36].[OH:1][c:2]1[c:3]([C:13](=[O:14])[OH:15])[o:4][c:5]2[c:6]1[cH:7][c:8]([O:11][CH3:12])[cH:9][cH:10]2.[c:16]1([CH2:22][O:23][O:24][C:25](=[N:26][CH:27]([CH3:28])[CH3:29])[NH:30][CH:31]([CH3:32])[CH3:33])[cH:17][cH:18][cH:19][cH:20][cH:21]1>>[O:1]([c:2]1[c:3]([C:13](=[O:14])[OH:15])[o:4][c:5]2[c:6]1[cH:7][c:8]([O:11][CH3:12])[cH:9][cH:10]2)[CH2:22][c:16]1[cH:17][cH:18][cH:19][cH:20][cH:21]1. Reactants: [H][C@]12CC=C(C=O)[C@]([H])(C1)C2(C)C, CC1=CN=C(C=C1)N, [C-]#[N+]C1CCCCC1. The reagents and catalysts are O=C(O)C(F)(F)F (trifluoroacetic acid). The solvent is CC(C)O (isopropyl alcohol), CC(C)O (isopropylalcohol). Conditions: temperature 22 celsius, time 20 hour. Product: [H][C@]12CC=C(c3c(NC4CCCCC4)n4cc(C)ccc4n3)[C@]([H])(C1)C2(C)C. Yield: 0.4%. Reaction SMILES: CC1=CC=C(N)N=C1.[C-]#[N+]C1CCCCC1.CC1(C)[C@@H]2C[C@H]1C(C=O)=CC2>>CC1=CN2C(C=C1)=NC(=C2NC1CCCCC1)C1=CC[C@H]2C[C@@H]1C2(C)C. The reactants are COC(=O)c1ccc(C(C)(C)C)cc1, CCC1(C)CC(O)C(C)C(C)(CC)N1, CCCCCCC, [Li], [NH2-]. The product is CCC1(C)CC(OC(=O)c2ccc(C(C)(C)C)cc2)C(C)C(C)(CC)N1. As a reaction SMILES: [C:15]([CH3:16])([CH3:17])([CH3:18])[c:19]1[cH:20][cH:21][c:22]([C:23](=[O:24])[O:25][CH3:26])[cH:27][cH:28]1.[CH2:1]([CH3:2])[C:3]1([CH3:14])[NH:4][C:5]([CH3:11])([CH2:12][CH3:13])[CH2:6][CH:7]([OH:10])[CH:8]1[CH3:9].[CH3:31][CH2:32][CH2:33][CH2:34][CH2:35][CH2:36][CH3:37].[Li:29].[NH2-:30]>>[CH2:1]([CH3:2])[C:3]1([CH3:14])[NH:4][C:5]([CH3:11])([CH2:12][CH3:13])[CH2:6][CH:7]([O:10][C:23]([c:22]2[cH:21][cH:20][c:19]([C:15]([CH3:16])([CH3:17])[CH3:18])[cH:28][cH:27]2)=[O:24])[CH:8]1[CH3:9].